From a dataset of the Open Reaction Database (ORD), a public repository of structured organic reaction records. describe an organic reaction: reactants, conditions, products, and yield Starting materials: COC(COC1=C2C(=C(C(=NC2=C(C=C1)Cl)C)CC1=C(C=C(C=C1)S(=O)(=O)C)Cl)C)=O ([8-chloro-3-(2-chloro-4-methanesulfonylbenzyl)-2,4-dimethylquinolin-5-yloxy]acetic acid methyl ester), [OH-].[Na+] (sodium hydroxide). Solvent: CO (methanol). The product is ClC=1C=CC(=C2C(=C(C(=NC12)C)CC1=C(C=C(C=C1)S(=O)(=O)C)Cl)C)OCC(=O)O ([8-chloro-3-(2-chloro-4-methanesulfonylbenzyl)-2,4-dimethylquinolin-5-yloxy]acetic Acid). As a reaction SMILES: C[O:2][C:3](=[O:31])[CH2:4][O:5][C:6]1[CH:15]=[CH:14][C:13]([Cl:16])=[C:12]2[C:7]=1[C:8]([CH3:30])=[C:9]([CH2:18][C:19]1[CH:24]=[CH:23][C:22]([S:25]([CH3:28])(=[O:27])=[O:26])=[CH:21][C:20]=1[Cl:29])[C:10]([CH3:17])=[N:11]2.[OH-].[Na+]>CO>[Cl:16][C:13]1[CH:14]=[CH:15][C:6]([O:5][CH2:4][C:3]([OH:31])=[O:2])=[C:7]2[C:12]=1[N:11]=[C:10]([CH3:17])[C:9]([CH2:18][C:19]1[CH:24]=[CH:23][C:22]([S:25]([CH3:28])(=[O:27])=[O:26])=[CH:21][C:20]=1[Cl:29])=[C:8]2[CH3:30] |f:1.2|. Procedure details: A solution of [8-chloro-3-(2-chloro-4-methanesulfonylbenzyl)-2,4-dimethylquinolin-5-yloxy]acetic acid methyl ester (0.36 g), methanol (10 mL) and 1.0 M aqueous sodium hydroxide solution (4.0 mL) was stirred at room temperature for 3 hours. The solvent was removed under reduced pressure and the pH of the residue adjusted to 5 by the addition of formic acid. Purification by preparative reverse-phase HPLC using a gradient of acetonitrile in water (50% to 65% of organic modifier) gave title compound... The reactants are ClCCOC(C(C=C)C)=O (2-methyl-but-3-enoic acid 2-chloroethyl ester), O (water), C(C)(C)(C)C1=CC(=CC(=C1O)C(C)(C)C)C (2,6-di-tert.butyl-p-cresol). Solvent: C(OC)COC (dimethoxyethane). Reaction conditions: temperature 20 celsius, time 2 hour. Yields the product CC(C=C)=C1OCCO1 (2-(1-methyl-allylidene)-[1,3]dioxolane). Isolated yield 65.8%. As a reaction SMILES: Cl[CH2:2][CH2:3][O:4][C:5](=[O:10])[CH:6]([CH3:9])[CH:7]=[CH2:8].O.C(C1C(O)=C(C(C)(C)C)C=C(C)C=1)(C)(C)C>C(COC)OC>[CH3:9][C:6](=[C:5]1[O:10][CH2:2][CH2:3][O:4]1)[CH:7]=[CH2:8]. Procedure: 90.6 g (about 113 ml) of 20% potassium hydride in oil (density about 0.8) were washed twice with n-hexane under argon, and then treated with 700 ml of dimethoxyethane. Subsequently, a solution of 56.5 g (0.34 mol) of 2-methyl-but-3-enoic acid 2-chloroethyl ester with a content of 97.5% according to GC in 175 ml of dimethoxyethane was added thereto while stirring at 20° C. within 11/2 hours, and the mixture was stirred at room temperature for 1 hour. 250 ml of water were cautiously added dropwise...